Dataset: the Open Reaction Database (ORD), a public repository of structured organic reaction records. Task: describe an organic reaction: reactants, conditions, products, and yield Reactants: C1CCOC1, COC(=O)c1ccc(S(=O)(=O)CCc2c(CO[Si](C)(C)C(C)(C)C)n(C(c3ccccc3)c3ccccc3)c3ccc(Cl)cc23)cc1. Product: COC(=O)c1ccc(S(=O)(=O)CCc2c(CO)n(C(c3ccccc3)c3ccccc3)c3ccc(Cl)cc23)cc1. Reaction SMILES: [CH2:48]1[O:49][CH2:50][CH2:51][CH2:52]1.[CH:1]([c:2]1[cH:3][cH:4][cH:5][cH:6][cH:7]1)([c:8]1[cH:9][cH:10][cH:11][cH:12][cH:13]1)[n:14]1[c:15]([CH2:39][O:40][Si:41]([C:42]([CH3:43])([CH3:44])[CH3:45])([CH3:46])[CH3:47])[c:16]([CH2:24][CH2:25][S:26](=[O:27])(=[O:28])[c:29]2[cH:30][cH:31][c:32]([C:33](=[O:34])[O:35][CH3:36])[cH:37][cH:38]2)[c:17]2[cH:18][c:19]([Cl:23])[cH:20][cH:21][c:22]12>>[CH:1]([c:2]1[cH:3][cH:4][cH:5][cH:6][cH:7]1)([c:8]1[cH:9][cH:10][cH:11][cH:12][cH:13]1)[n:14]1[c:15]([CH2:39][OH:40])[c:16]([CH2:24][CH2:25][S:26](=[O:27])(=[O:28])[c:29]2[cH:30][cH:31][c:32]([C:33](=[O:34])[O:35][CH3:36])[cH:37][cH:38]2)[c:17]2[cH:18][c:19]([Cl:23])[cH:20][cH:21][c:22]12. Reactants: CCO, [Cl-], Cc1cc(-n2ccc3oc(-c4cccc(Cl)c4)cc3c2=O)ccc1[N+](=O)[O-], [Fe], [NH4+], O. The product is Cc1cc(-n2ccc3oc(-c4cccc(Cl)c4)cc3c2=O)ccc1N. Reaction SMILES: [CH3:30][CH2:31][OH:32].[Cl-:28].[Cl:1][c:2]1[cH:3][c:4](-[c:8]2[cH:9][c:10]3[c:11](=[O:27])[n:12](-[c:17]4[cH:18][c:19]([CH3:26])[c:20]([N+:23]([O-:24])=[O:25])[cH:21][cH:22]4)[cH:13][cH:14][c:15]3[o:16]2)[cH:5][cH:6][cH:7]1.[Fe:34].[NH4+:29].[OH2:33]>>[Cl:1][c:2]1[cH:3][c:4](-[c:8]2[cH:9][c:10]3[c:11](=[O:27])[n:12](-[c:17]4[cH:18][c:19]([CH3:26])[c:20]([NH2:23])[cH:21][cH:22]4)[cH:13][cH:14][c:15]3[o:16]2)[cH:5][cH:6][cH:7]1. The reactants are C(C)(C)(C)OC(NC(C(N1C(CCCC1)C=1NC=C(N1)C1=CC=CC=C1)=O)CC1=C(C=C(C=C1C)C(N)=O)C)=O ({1-(4-carbamoyl-2,6-dimethyl-benzyl)-2-oxo-2-[2-(4-phenyl-1H-imidazol-2-yl)-piperidin-1-yl]-ethyl}-carbamic acid tert-butyl ester), FC(C(=O)O)(F)F (trifluoroactic acid). Yields the product NC(CC1=C(C=C(C(=O)N)C=C1C)C)C(N1C(CCCC1)C=1NC=C(N1)C1=CC=CC=C1)=O (4-{2-amino-3-oxo-3-[2-(4-phenyl-1H-imidazol-2-yl)-piperidin-1-yl]-propyl}-3,5-dimethyl-benzamide). As a reaction SMILES: C(OC(=O)[NH:7][CH:8]([CH2:28][C:29]1[C:34]([CH3:35])=[CH:33][C:32]([C:36](=[O:38])[NH2:37])=[CH:31][C:30]=1[CH3:39])[C:9](=[O:27])[N:10]1[CH2:15][CH2:14][CH2:13][CH2:12][CH:11]1[C:16]1[NH:17][CH:18]=[C:19]([C:21]2[CH:26]=[CH:25][CH:24]=[CH:23][CH:22]=2)[N:20]=1)(C)(C)C.FC(F)(F)C(O)=O>>[NH2:7][CH:8]([C:9](=[O:27])[N:10]1[CH2:15][CH2:14][CH2:13][CH2:12][CH:11]1[C:16]1[NH:17][CH:18]=[C:19]([C:21]2[CH:22]=[CH:23][CH:24]=[CH:25][CH:26]=2)[N:20]=1)[CH2:28][C:29]1[C:30]([CH3:39])=[CH:31][C:32]([C:36]([NH2:37])=[O:38])=[CH:33][C:34]=1[CH3:35]. Reported procedure: To {1-(4-carbamoyl-2,6-dimethyl-benzyl)-2-oxo-2-[2-(4-phenyl-1H-imidazol-2-yl)-piperidin-1-yl]-ethyl}-carbamic acid tert-butyl ester (0.60 g, 1.10 mmol) was added 0° C. trifluoroactic acid (4 mL). The resulting solution was warmed to room temperature, and after 30 minutes the excess trifluoroacetic acid was removed under a stream of nitrogen. This material was purified via a Gilson preparative HPLC resulting in the isolation of desired product 4-{2-amino-3-oxo-3-[2-(4-phenyl-1H-imidazol-2-yl)-pi... Reactants: NCCCN (1,3-diaminopropane), C(C1=CC=CC=C1)N1CCC(CC1)=O (1-benzyl-4-piperidone), ice, reduced platinum oxide. Solvent: C(C)O (ethanol). Run at time 9 hour. Yields the product NCCCNC1CCN(CC1)CC1=CC=CC=C1 (4-(3-aminopropylamino)-1-benzylpiperidine). RXN SMILES: [NH2:1][CH2:2][CH2:3][CH2:4][NH2:5].[CH2:6]([N:13]1[CH2:18][CH2:17][C:16](=O)[CH2:15][CH2:14]1)[C:7]1[CH:12]=[CH:11][CH:10]=[CH:9][CH:8]=1>C(O)C>[NH2:1][CH2:2][CH2:3][CH2:4][NH:5][CH:16]1[CH2:15][CH2:14][N:13]([CH2:6][C:7]2[CH:12]=[CH:11][CH:10]=[CH:9][CH:8]=2)[CH2:18][CH2:17]1. Procedure details: The starting material is prepared as follows: To the ice cooled stirred solution of 62.5 ml of 1,3-diaminopropane in 100 ml of ethanol, 30 g of 1-benzyl-4-piperidone are added dropwise. The mixture is hydrogenated over 2 g of pre-reduced platinum oxide at 50° and 2.7 atm. for 9 hours. After theoretical hydrogen-uptake the catalyst is filtered off, the filtrate evaporated, the residue distilled and the fraction boiling at 145°-160°/0.2 mmHg collected, to yield the 4-(3-aminopropylamino)-1-benzylp... Reactants: [N+](=O)([O-])C=1C=C2CCCNC2=C(C1)C(=O)O (6-nitro-1,2,3,4-tetrahydroquinoline-8-carboxylic acid). The reagents and catalysts are [Pd] (palladium on charcoal). The solvent is CN(C)C=O (DMF). The product is NC=1C=C2CCCNC2=C(C1)C(=O)O (6-Amino-1,2,3,4-tetrahydroquinoline-8-carboxylic acid). Isolated yield 95.6%. RXN SMILES: [N+:1]([C:4]1[CH:5]=[C:6]2[C:11](=[C:12]([C:14]([OH:16])=[O:15])[CH:13]=1)[NH:10][CH2:9][CH2:8][CH2:7]2)([O-])=O>CN(C=O)C.[Pd]>[NH2:1][C:4]1[CH:5]=[C:6]2[C:11](=[C:12]([C:14]([OH:16])=[O:15])[CH:13]=1)[NH:10][CH2:9][CH2:8][CH2:7]2. Reported procedure: A solution of 6-nitro-1,2,3,4-tetrahydroquinoline-8-carboxylic acid (4.5 g) in DMF (200 ml) was hydrogenated in the presence of 10% palladium on charcoal (1 g) for 5 hours. After removal of the catalyst by filtration, solvent was distilled away to give the title compound (3.72 g, 96.8%). This compound was recrystallized from DMF-ethanol to give brown crystals, mp 207-208° C. Starting materials: CC(=O)OC(C)=O, Cl, CC(O)CC#Cc1ccccc1S(N)(=O)=O, c1ccncc1. Yields the product CC(=O)OC(C)CC#Cc1ccccc1S(N)(=O)=O. RXN SMILES: [CH3:17][C:18](=[O:19])[O:20][C:21](=[O:22])[CH3:23].[ClH:24].[OH:1][CH:2]([CH2:3][C:4]#[C:5][c:6]1[c:7]([S:12](=[O:13])(=[O:14])[NH2:15])[cH:8][cH:9][cH:10][cH:11]1)[CH3:16].[cH:25]1[cH:26][cH:27][n:28][cH:29][cH:30]1>>[O:1]([CH:2]([CH2:3][C:4]#[C:5][c:6]1[c:7]([S:12](=[O:13])(=[O:14])[NH2:15])[cH:8][cH:9][cH:10][cH:11]1)[CH3:16])[C:18]([CH3:17])=[O:19].